This data is from the Open Reaction Database (ORD), a public repository of structured organic reaction records. The task is: describe an organic reaction: reactants, conditions, products, and yield Reactants: CCOCCn1c(N2CCCN(CCC3(c4ccccc4)CCNC3)CC2)nc2ccccc21, CCN=C=NCCCN(C)C, CS(=O)(=O)c1ccc(-n2cnnn2)cc1C(=O)O, CCOC(C)=O, CCN(C(C)C)C(C)C, ClCCl, Cl, Cl, O, On1nnc2ccccc21. The product is CCOCCn1c(N2CCCN(CCC3(c4ccccc4)CCN(C(=O)c4cc(-n5cnnn5)ccc4S(C)(=O)=O)C3)CC2)nc2ccccc21. RXN SMILES: [CH2:2]([CH3:3])[O:4][CH2:5][CH2:6][n:7]1[c:8]([N:16]2[CH2:17][CH2:18][N:19]([CH2:23][CH2:24][C:25]3([c:30]4[cH:31][cH:32][cH:33][cH:34][cH:35]4)[CH2:26][NH:27][CH2:28][CH2:29]3)[CH2:20][CH2:21][CH2:22]2)[n:9][c:10]2[c:11]1[cH:12][cH:13][cH:14][cH:15]2.[CH2:75]([N:76]=[C:77]=[N:78][CH2:79][CH2:80][CH2:81][N:82]([CH3:83])[CH3:84])[CH3:85].[CH3:36][S:37](=[O:38])(=[O:39])[c:40]1[c:41]([C:42](=[O:43])[OH:44])[cH:45][c:46](-[n:49]2[n:50][n:51][n:52][cH:53]2)[cH:47][cH:48]1.[CH3:86][CH2:87][O:88][C:89](=[O:90])[CH3:91].[CH:65]([N:66]([CH2:67][CH3:68])[CH:69]([CH3:70])[CH3:71])([CH3:72])[CH3:73].[Cl:92][CH2:93][Cl:94].[ClH:1].[ClH:74].[OH2:54].[OH:55][n:56]1[c:57]2[cH:58][cH:59][cH:60][cH:61][c:62]2[n:63][n:64]1>>[CH2:2]([CH3:3])[O:4][CH2:5][CH2:6][n:7]1[c:8]([N:16]2[CH2:17][CH2:18][N:19]([CH2:23][CH2:24][C:25]3([c:30]4[cH:31][cH:32][cH:33][cH:34][cH:35]4)[CH2:26][N:27]([C:42]([c:41]4[c:40]([S:37]([CH3:36])(=[O:38])=[O:39])[cH:48][cH:47][c:46](-[n:49]5[n:50][n:51][n:52][cH:53]5)[cH:45]4)=[O:43])[CH2:28][CH2:29]3)[CH2:20][CH2:21][CH2:22]2)[n:9][c:10]2[c:11]1[cH:12][cH:13][cH:14][cH:15]2. Reactants: CCC#CCO, [Cl-], Clc1cc(Cl)ncn1, [H-], [NH4+], [Na+], C1CCOC1. Yields the product CCC#CCOc1cc(Cl)ncn1. Reaction SMILES: [CH2:3]([C:4]#[C:5][CH2:6][CH3:7])[OH:8].[Cl-:17].[Cl:9][c:10]1[n:11][cH:12][n:13][c:14]([Cl:16])[cH:15]1.[H-:1].[NH4+:18].[Na+:2].[O:19]1[CH2:20][CH2:21][CH2:22][CH2:23]1>>[CH2:3]([C:4]#[C:5][CH2:6][CH3:7])[O:8][c:14]1[n:13][cH:12][n:11][c:10]([Cl:9])[cH:15]1.